The task is: describe an organic reaction: reactants, conditions, products, and yield. This data is from the Open Reaction Database (ORD), a public repository of structured organic reaction records. Starting materials: BrC=1C=C(C=C(C1OC1=CC=C(C=C1)[N+](=O)[O-])Br)OC (3,5-dibromo-4-(4-nitrophenoxy)anisole), Cl (Hydrochloric acid). Solvent: ClCCl (dichloromethane), ClCCl (dichloromethane), ClCCl (dichloromethane). Run at time 16 hour. Yields the product BrC=1C=C(C=C(C1OC1=CC=C(C=C1)[N+](=O)[O-])Br)O (3,5-dibromo-4-(4-nitrophenoxy) phenol). Reaction SMILES: [Br:1][C:2]1[CH:3]=[C:4]([O:19]C)[CH:5]=[C:6]([Br:18])[C:7]=1[O:8][C:9]1[CH:14]=[CH:13][C:12]([N+:15]([O-:17])=[O:16])=[CH:11][CH:10]=1.Cl>ClCCl>[Br:1][C:2]1[CH:3]=[C:4]([OH:19])[CH:5]=[C:6]([Br:18])[C:7]=1[O:8][C:9]1[CH:10]=[CH:11][C:12]([N+:15]([O-:17])=[O:16])=[CH:13][CH:14]=1. Reported procedure: Boronitribromide (12 mL, 1 N in dichloromethane) was added to a cooled mixture of 3,5-dibromo-4-(4-nitrophenoxy)anisole (2.0 g) in dichloromethane (50 mL) and left for 16 hours at room temperature. Hydrochloric acid (2 N) was added and the reaction mixture was heated at reflux for 15 minutes. The reaction mixture was diluted with dichloromethane, washed with water and concentrated. Quantitative yield of 3,5-dibromo-4-(4-nitrophenoxy) phenol was obtained. Reactants: CN(C)S(F)(F)F ((N,N-Dimethylamino)sulfur trifluoride), OC1(CCS(C=C1)(=O)=O)C1=C(C=C(C=C1)N1C(O[C@H](C1)CNC(C)=O)=O)F (N-[[(5S)-3-[4-(3,4-dihydro-4-hydroxy-1,1-dioxido-2H-thiopyran-4-yl)-3-fluorophenyl]-2-oxo-5-oxazolidinyl]methyl]acetamide). Run in C(C)(=O)OCC (ethyl acetate), C(Cl)Cl (DCM). Product: FC=1C=C(C=CC1C1(CCS(C=C1)(=O)=O)F)N1C(O[C@H](C1)CNC(C)=O)=O (N-[[(5S)-3-[3-fluoro-4-(4-fluoro-3,4-dihydro-1,1-dioxido-2H-thiopyran-4-yl)phenyl]-2-oxo-5-oxazolidinyl]methyl]acetamide). Reaction SMILES: CN(S(F)(F)[F:5])C.O[C:9]1([C:17]2[CH:22]=[CH:21][C:20]([N:23]3[CH2:27][C@H:26]([CH2:28][NH:29][C:30](=[O:32])[CH3:31])[O:25][C:24]3=[O:33])=[CH:19][C:18]=2[F:34])[CH:14]=[CH:13][S:12](=[O:16])(=[O:15])[CH2:11][CH2:10]1>C(Cl)Cl.C(OCC)(=O)C>[F:34][C:18]1[CH:19]=[C:20]([N:23]2[CH2:27][C@H:26]([CH2:28][NH:29][C:30](=[O:32])[CH3:31])[O:25][C:24]2=[O:33])[CH:21]=[CH:22][C:17]=1[C:9]1([F:5])[CH:14]=[CH:13][S:12](=[O:16])(=[O:15])[CH2:11][CH2:10]1. Procedure: (N,N-Dimethylamino)sulfur trifluoride (2.5 μL, 0.019 mmol) is added to a cooled (−78° C.) solution of the product of Example 12 (6.0 mg, 0.014 mmol) in DCM (0.75 mL). The solution is warmed slowly to room temperature over 4 hours and diluted with ethyl acetate. The organic solution is extracted with satd NaHCO3, H2O, brine and dried (Na2SO4). The crude product is purified by preparative TLC (7% MeOH-DCM) to provide the title compound as a mixture of diastereomers. Starting materials: Cc1n[nH]c(=O)cc1-c1ccc(OC2CCN(C(=O)OC(C)(C)C)CC2)cc1, Cl, C1COCCO1, O. The product is Cl, Cc1n[nH]c(=O)cc1-c1ccc(OC2CCNCC2)cc1. Reaction SMILES: [C:1]([O:2][C:3](=[O:4])[N:8]1[CH2:9][CH2:10][CH:11]([O:14][c:15]2[cH:16][cH:17][c:18](-[c:21]3[c:22]([CH3:28])[n:23][nH:24][c:25](=[O:27])[cH:26]3)[cH:19][cH:20]2)[CH2:12][CH2:13]1)([CH3:5])([CH3:6])[CH3:7].[ClH:29].[O:30]1[CH2:31][CH2:32][O:33][CH2:34][CH2:35]1.[OH2:36]>>[ClH:29].[NH:8]1[CH2:9][CH2:10][CH:11]([O:14][c:15]2[cH:16][cH:17][c:18](-[c:21]3[c:22]([CH3:28])[n:23][nH:24][c:25](=[O:27])[cH:26]3)[cH:19][cH:20]2)[CH2:12][CH2:13]1. Reactants: C(C)(C)(C)OC(C=C)=O (t-butylacrylate), C(C=C)(=O)O (acrylic acid), C(C)(C)NC(C=C)=O (N-isopropylacrylamide), CC(C)(C#N)N=NC(C)(C)C#N (AIBN), CC(COC)OC(=O)C (PGMEA). Yields the product C(C)(C)(C)OC(C=C)=O.C(C)(C)NC(C=C)=O.C(C=C)(=O)O (t-butylacrylate acrylic acid-N-isopropylacrylamide). RXN SMILES: [C:1]([O:5][C:6](=[O:9])[CH:7]=[CH2:8])([CH3:4])([CH3:3])[CH3:2].[C:10]([OH:14])(=[O:13])[CH:11]=[CH2:12].[CH:15]([NH:18][C:19](=[O:22])[CH:20]=[CH2:21])([CH3:17])[CH3:16].CC(N=NC(C#N)(C)C)(C#N)C.CC(OC(C)=O)COC>>[C:1]([O:5][C:6](=[O:9])[CH:7]=[CH2:8])([CH3:4])([CH3:3])[CH3:2].[CH:15]([NH:18][C:19](=[O:22])[CH:20]=[CH2:21])([CH3:17])[CH3:16].[C:10]([OH:14])(=[O:13])[CH:11]=[CH2:12] |f:5.6.7|. Reported procedure: 10 g of t-butylacrylate, 4 g of acrylic acid, 6 g of N-isopropylacrylamide and 0.4 g of AIBN were added to 200 g of PGMEA, and were then polymerized at 60° C. for 8 hours. After completion of the polymerization, the mixture was precipitated in ether, filtered, and dried in a vacuum to yield 17 g of poly(t-butylacrylate-acrylic acid-N-isopropylacrylamide) copolymer, as a white solid, represented by Formula 2 below: The reactants are OBO, CC(C)(C)C(=O)c1c[nH]c2ncc(Br)nc12, CCCOc1ccccc1, CCOC(C)=O. The product is CCCOc1cccc(-c2cnc3[nH]cc(C(=O)C(C)(C)C)c3n2)c1. RXN SMILES: [BH:17]([OH:18])[OH:19].[Br:1][c:2]1[n:3][c:4]2[c:5]([n:6][cH:7]1)[nH:8][cH:9][c:10]2[C:11]([C:12]([CH3:13])([CH3:14])[CH3:15])=[O:16].[CH2:20]([CH2:21][CH3:22])[O:23][c:24]1[cH:25][cH:26][cH:27][cH:28][cH:29]1.[CH3:30][CH2:31][O:32][C:33]([CH3:34])=[O:35]>>[c:2]1(-[c:28]2[cH:27][cH:26][cH:25][c:24]([O:23][CH2:20][CH2:21][CH3:22])[cH:29]2)[n:3][c:4]2[c:5]([n:6][cH:7]1)[nH:8][cH:9][c:10]2[C:11]([C:12]([CH3:13])([CH3:14])[CH3:15])=[O:16]. Reactants: C(=O)(O)[O-].[Na+] (NaHCO3), II (iodine), C(=O)(OCC1=CC=CC=C1)N1C(CCC1)C=CC(C)=NO (1-(N-Cbz-2-pyrrolidinyl)-1-buten-3-one oxime). Run in O (water), OS(=O)[O-].[Na+] (NaHSO3). Yields the product C(=O)(OCC1=CC=CC=C1)N1[C@@H](CCC1)C1=CC(=NO1)C (5-(1-Cbz-2(S)-pyrrolidinyl)-3-methylisoxazole). The yield is 84.8%. As a reaction SMILES: [C:1]([N:11]1[CH2:15][CH2:14][CH2:13][CH:12]1[CH:16]=[CH:17][C:18](=[N:20][OH:21])[CH3:19])([O:3][CH2:4][C:5]1[CH:10]=[CH:9][CH:8]=[CH:7][CH:6]=1)=[O:2].C([O-])(O)=O.[Na+].II>O.OS([O-])=O.[Na+]>[C:1]([N:11]1[CH2:15][CH2:14][CH2:13][C@H:12]1[C:16]1[O:21][N:20]=[C:18]([CH3:19])[CH:17]=1)([O:3][CH2:4][C:5]1[CH:10]=[CH:9][CH:8]=[CH:7][CH:6]=1)=[O:2] |f:1.2,5.6|. Procedure details: To a stirred solution of 6 g (20.83 mmol) of the oxime compound from step 24f above, in a wrapped flask to protect from light, was added 12.1 g (72.92 mmol) of Kl dissolved in 80 mL of water and, in small portions, 7 g (83.33 mmol) of NaHCO3 and 15.86 g (62.5 mmol) of iodine. The reaction was heated at reflux for 16 hr, cooled and diluted with saturated aq. NaHSO3. The solution was extracted with ether, and the extract was washed with saturated aq. NaHSO3, dried over Na2SO4, and concentrated to ... Product: C12(CCCC3=CC=CC=C13)CCC(CC2)=O (3',4'-dihydrospiro[cyclohexane-1,1'(2'H)-naphthalene]-4-one). The solvent is C(CO)O (ethylene glycol). As a reaction SMILES: [C:1]12([CH2:16][CH2:15][C:14](=[O:17])[CH2:13][CH2:12]1)[C:10]1[C:5](=[CH:6][CH:7]=[CH:8][CH:9]=1)[C:4](=O)[CH2:3][CH2:2]2.O.NN.[OH-].[K+]>C(O)CO>[C:1]12([CH2:16][CH2:15][C:14](=[O:17])[CH2:13][CH2:12]1)[C:10]1[C:5](=[CH:6][CH:7]=[CH:8][CH:9]=1)[CH2:4][CH2:3][CH2:2]2 |f:1.2,3.4|. Run at time 18 hour. Isolated yield 69.5%. Reactants: C12(CCC(C3=CC=CC=C13)=O)CCC(CC2)=O (spiro[cyclohexane-1,1'(2'H)-naphthalene]-4,4'(3'H)-dione), [OH-].[K+] (potassium hydroxide), 2,2-dimethyltrimethylene ketal(q), 2,2-dimethyltrimethylene ketal(p), O.NN (hydrazine hydrate). Procedure details: A solution of 3.63 g. (0.0115 M) of spiro[cyclohexane-1,1'(2'H)-naphthalene]-4,4'(3'H)-dione, 4-(2,2-dimethyltrimethylene ketal(p) (prepared as in Example 14A), 1.54 ml. of hydrazine hydrate and 2.23 g. of potassium hydroxide in 28 ml. of ethylene glycol is heated to reflux. Distillate is collected until the pot temperature rises to 200° C. and refluxing is continued for about 18 hours. The mixture is poured into water and a precipitated material is extracted with ether. The combined extracts ar... Starting materials: CC(C)(C)OC(=O)N1CC(CN2CCC3(CC2)NC(=O)N(Cc2ccc(S(C)(=O)=O)cc2)C3=O)C(c2ccccc2)C1, ClCCl, O=C(O)C(F)(F)F. The product is CS(=O)(=O)c1ccc(CN2C(=O)NC3(CCN(CC4CNCC4c4ccccc4)CC3)C2=O)cc1. Reaction SMILES: [C:1]([O:2][C:3](=[O:4])[N:8]1[CH2:9][CH:10]([CH2:19][N:20]2[CH2:21][CH2:22][C:23]3([C:24](=[O:40])[N:25]([CH2:29][c:30]4[cH:31][cH:32][c:33]([S:36](=[O:37])(=[O:38])[CH3:39])[cH:34][cH:35]4)[C:26](=[O:28])[NH:27]3)[CH2:41][CH2:42]2)[CH:11]([c:13]2[cH:14][cH:15][cH:16][cH:17][cH:18]2)[CH2:12]1)([CH3:5])([CH3:6])[CH3:7].[Cl:50][CH2:51][Cl:52].[F:43][C:44]([F:45])([F:46])[C:47]([OH:48])=[O:49]>>[NH:8]1[CH2:9][CH:10]([CH2:19][N:20]2[CH2:21][CH2:22][C:23]3([C:24](=[O:40])[N:25]([CH2:29][c:30]4[cH:31][cH:32][c:33]([S:36](=[O:37])(=[O:38])[CH3:39])[cH:34][cH:35]4)[C:26](=[O:28])[NH:27]3)[CH2:41][CH2:42]2)[CH:11]([c:13]2[cH:14][cH:15][cH:16][cH:17][cH:18]2)[CH2:12]1. The reactants are BrC=1C=C2C(=CC=NC2=CC1)Cl (6-Bromo-4-chloroquinoline), N1CCOCC1 (morpholine), C(=O)([O-])[O-].[K+].[K+] (K2CO3). The solvent is CN1CCCC1=O (NMP), O (water). Product: BrC=1C=C2C(=CC=NC2=CC1)N1CCOCC1 (4-(6-bromoquinolin-4-yl)morpholine). Isolated yield 58.2%. As a reaction SMILES: [Br:1][C:2]1[CH:3]=[C:4]2[C:9](=[CH:10][CH:11]=1)[N:8]=[CH:7][CH:6]=[C:5]2Cl.[NH:13]1[CH2:18][CH2:17][O:16][CH2:15][CH2:14]1.C([O-])([O-])=O.[K+].[K+]>CN1C(=O)CCC1.O>[Br:1][C:2]1[CH:3]=[C:4]2[C:9](=[CH:10][CH:11]=1)[N:8]=[CH:7][CH:6]=[C:5]2[N:13]1[CH2:18][CH2:17][O:16][CH2:15][CH2:14]1 |f:2.3.4|. Procedure: 6-Bromo-4-chloroquinoline (1.0 G, 4.1 mmol), morpholine (0.468 g, 5.3 mmol) and K2CO3 (1.0 G, 7.2 mmol) in NMP (5 mL) were heated at 100° C. for 12 h. The reaction mixture was cooled to room temperature, diluted with water (20 mL) and the product was extracted into EtOAc/hexanes (140 mL/60 mL). The organic layer was washed with water (75 mL) and brine (20 mL) successively, dried over MgSO4 and filtered. The filtrate was concentrated and purified by flash column chromatography (Combiflash® compan...